From a dataset of the Open Reaction Database (ORD), a public repository of structured organic reaction records. describe an organic reaction: reactants, conditions, products, and yield Starting materials: N1(C=NC=C1)C1=C(C#N)C=CC=C1 (2-(1-imidazolyl)benzonitrile), C1(CCCC1)N1N=C(C(=C1N)C(=O)N)CC (1-cyclopentyl-3-ethyl-5-amino-1H-pyrazole-4-carboxamide), CN(C)C=O (DMF), [H-].[Na+] (NaH), ice water. The solvent is C(C)(=O)O (acetic acid). Reaction conditions: time 8 hour. Yields the product C1(CCCC1)N1N=C(C=2C1=NC(=NC2N)C2=C(C=CC=C2)N2C=NC=C2)CC (1-cyclopentyl-3-ethyl-6-[2-(1-imidazolyl)phenyl]pyrazolo[3,4-d]pyrimidin-4-amine). As a reaction SMILES: [N:1]1([C:6]2[CH:13]=[CH:12][CH:11]=[CH:10][C:7]=2[C:8]#[N:9])[CH:5]=[CH:4][N:3]=[CH:2]1.[CH:14]1([N:19]2[C:23](N)=[C:22]([C:25]([NH2:27])=O)[C:21]([CH2:28][CH3:29])=[N:20]2)[CH2:18][CH2:17][CH2:16][CH2:15]1.C[N:31](C=O)C.[H-].[Na+]>C(O)(=O)C>[CH:14]1([N:19]2[C:23]3=[N:9][C:8]([C:7]4[CH:10]=[CH:11][CH:12]=[CH:13][C:6]=4[N:1]4[CH:5]=[CH:4][N:3]=[CH:2]4)=[N:27][C:25]([NH2:31])=[C:22]3[C:21]([CH2:28][CH3:29])=[N:20]2)[CH2:18][CH2:17][CH2:16][CH2:15]1 |f:3.4|. Reported procedure: To a mixture of 2-(1-imidazolyl)benzonitrile (3.14 g), 1-cyclopentyl-3-ethyl-5-amino-1H-pyrazole-4-carboxamide (3.75 g, 16.59 mmol) and DMF (75 ml) was added 60% NaH (0.78 g, 60% dispersion in mineral oil). The reaction mixture was stirred at room temperature overnight, poured into ice/water (600 ml) and treated with acetic acid until a pH of 7 was obtained. The product was collected by filtration, and recrystallized from EtOAc/hexane to afford 2.82 g of 1-cyclopentyl-3-ethyl-6-[2-(1-imidazolyl)... Reactants: BrC1=CC(=C(C(=O)C2=CNC3=C(N=CC=C32)NC(=O)C3CC3)C(=C1)Cl)Cl (N-[3-(4-bromo-2,6-dichlorobenzoyl)-1H-pyrrolo[2,3-c]pyridin-7-yl]cyclopropanecarboxamide), N1=CN=CC(=C1)B(O)O (pyrimidin-5-yl-boronic acid), C([O-])([O-])=O.[K+].[K+] (potassium carbonate). The reagents and catalysts are C1=CC=C(C=C1)P([C-]2C=CC=C2)C3=CC=CC=C3.C1=CC=C(C=C1)P([C-]2C=CC=C2)C3=CC=CC=C3.Cl[Pd]Cl.[Fe+2] (dichloro[1,1′-bis(diphenylphosphino)ferrocene]palladium(II)). The solvent is O (water), O1CCOCC1 (1,4 dioxane), O (water). Run at temperature 100 celsius. Yields the product ClC1=C(C(=O)C2=CNC3=C(N=CC=C32)NC(=O)C3CC3)C(=CC(=C1)C=1C=NC=NC1)Cl (N-{3-[2,6-dichloro-4-(pyrimidin-5-yl)benzoyl]-1H-pyrrolo[2,3-c]pyridin-7yl}cyclopropane carboxamide). Isolated yield 14.4%. Reaction SMILES: Br[C:2]1[CH:24]=[C:23]([Cl:25])[C:5]([C:6]([C:8]2[C:16]3[C:11](=[C:12]([NH:17][C:18]([CH:20]4[CH2:22][CH2:21]4)=[O:19])[N:13]=[CH:14][CH:15]=3)[NH:10][CH:9]=2)=[O:7])=[C:4]([Cl:26])[CH:3]=1.[N:27]1[CH:32]=[C:31](B(O)O)[CH:30]=[N:29][CH:28]=1.C(=O)([O-])[O-].[K+].[K+]>O1CCOCC1.O.C1C=CC(P(C2C=CC=CC=2)[C-]2C=CC=C2)=CC=1.C1C=CC(P(C2C=CC=CC=2)[C-]2C=CC=C2)=CC=1.Cl[Pd]Cl.[Fe+2]>[Cl:25][C:23]1[CH:24]=[C:2]([C:31]2[CH:32]=[N:27][CH:28]=[N:29][CH:30]=2)[CH:3]=[C:4]([Cl:26])[C:5]=1[C:6]([C:8]1[C:16]2[C:11](=[C:12]([NH:17][C:18]([CH:20]3[CH2:22][CH2:21]3)=[O:19])[N:13]=[CH:14][CH:15]=2)[NH:10][CH:9]=1)=[O:7] |f:2.3.4,7.8.9.10|. Procedure details: A mixture of N-[3-(4-bromo-2,6-dichlorobenzoyl)-1H-pyrrolo[2,3-c]pyridin-7-yl]cyclopropanecarboxamide (108 mg, 0.23 mmol), pyrimidin-5-yl-boronic acid (42 mg, 0.34 mmol), potassium carbonate (95.22 mg, 0.69 mmol), water (0.5 mL) and dichloro[1,1′-bis(diphenylphosphino)ferrocene]palladium(II) (34.8 mg, 0.047 mmol) in 1,4 dioxane (3 mL) was heated overnight at 100° C. in a sealed vial. The reaction mixture was cooled to room temperature, diluted with water (10 mL) and extracted with ethyl acetate ... The reactants are CC1=CC2c3cccc4c3c(c(SC(C)C)n4SC(C)C)CC2N(C)C1, CCO, CCOC(C)=O, Cl, [I-], [K+], N, O. The product is CC1=CC2c3cccc4[nH]c(SC(C)C)c(c34)CC2N(C)C1. RXN SMILES: [CH3:1][N:2]1[CH2:3][C:4]([CH3:26])=[CH:5][CH:6]2[c:7]3[cH:8][cH:9][cH:10][c:11]4[n:12]([S:22][CH:23]([CH3:24])[CH3:25])[c:13]([S:18][CH:19]([CH3:20])[CH3:21])[c:14]([c:17]34)[CH2:15][CH:16]12.[CH3:31][CH2:32][OH:33].[CH3:35][CH2:36][O:37][C:38](=[O:39])[CH3:40].[ClH:30].[I-:28].[K+:27].[NH3:29].[OH2:34]>>[CH3:1][N:2]1[CH2:3][C:4]([CH3:26])=[CH:5][CH:6]2[c:7]3[cH:8][cH:9][cH:10][c:11]4[nH:12][c:13]([S:18][CH:19]([CH3:20])[CH3:21])[c:14]([c:17]34)[CH2:15][CH:16]12. Reactants: CN(C(C(N1N=C(C(=C1)C)C1=CC=CC=C1)C)=O)C (N,N,α,4-tetramethyl-3-phenylpyrazole-1-acetamide), C(C)I (ethyl iodide). Reaction SMILES: [CH3:1][N:2]([CH3:19])[C:3](=[O:18])[CH:4]([CH3:17])[N:5]1[CH:9]=[C:8](C)[C:7]([C:11]2[CH:16]=[CH:15][CH:14]=[CH:13][CH:12]=2)=[N:6]1.[CH2:20](I)[CH3:21]>>[CH3:19][N:2]([CH3:1])[C:3]([C:4]1([N:5]2[CH:9]=[CH:8][C:7]([C:11]3[CH:12]=[CH:13][CH:14]=[CH:15][CH:16]=3)=[N:6]2)[CH2:17][CH2:21][CH2:20]1)=[O:18]. Procedure: Following the procedure of Example 95, but substituting α-(3-bromopropyl)-N,N-dimethyl-3-phenylpyrazole-1-acetamide for N,N,α,4-tetramethyl-3-phenylpyrazole-1-acetamide and without addition of ethyl iodide there was obtained N,N-dimethyl-1-(3-phenylpyrazol-1-yl)cyclobutanecarboxamide having a boiling point of 170°/0.1 mm. Product: CN(C(=O)C1(CCC1)N1N=C(C=C1)C1=CC=CC=C1)C (N,N-dimethyl-1-(3-phenylpyrazol-1-yl)cyclobutanecarboxamide). Starting materials: CC(N)C(=O)Nc1ccc(C#N)cc1, ClCCl, CN1CCCCC1, CCC(C)C(NC(=O)OC(C)C)C(=O)O, CC(C)COC(=O)Cl, O. The product is CCC(C)C(NC(=O)OC(C)C)C(=O)NC(C)C(=O)Nc1ccc(C#N)cc1. RXN SMILES: [C:31](#[N:32])[c:33]1[cH:34][cH:35][c:36]([NH:39][C:40]([CH:41]([NH2:42])[CH3:43])=[O:44])[cH:37][cH:38]1.[CH2:45]([Cl:46])[Cl:47].[CH3:1][N:2]1[CH2:3][CH2:4][CH2:5][CH2:6][CH2:7]1.[CH:8]([CH3:9])([CH3:10])[O:11][C:12](=[O:13])[NH:14][CH:15]([CH:16]([CH3:17])[CH2:18][CH3:19])[C:20](=[O:21])[OH:22].[Cl:23][C:24]([O:25][CH2:26][CH:27]([CH3:28])[CH3:29])=[O:30].[OH2:48]>>[CH:8]([CH3:9])([CH3:10])[O:11][C:12](=[O:13])[NH:14][CH:15]([CH:16]([CH3:17])[CH2:18][CH3:19])[C:20](=[O:22])[NH:42][CH:41]([C:40]([NH:39][c:36]1[cH:35][cH:34][c:33]([C:31]#[N:32])[cH:38][cH:37]1)=[O:44])[CH3:43]. Starting materials: NN1CC2=CC=CC=C2C1 (2-aminoisoindoline), compound 724, C(C1=CC=CC=C1)(=O)N[C@H](C(=O)N(CC(=O)N[C@@H](CC(=O)O)C=O)CC1=CC=CC=C1)C(C)C (3(S)-(2-((2(S)-Benzoylamino-3-methylbutyryl)benzylamino)acetylamino)-4-oxo-butyric Acid), NC1CC2=CC=CC=C2C1 (2-aminoindane). Product: C(C1=CC=CC=C1)(=O)N[C@H](C(=O)N(CC(=O)N[C@@H](CC(=O)O)C=O)N1CC2=CC=CC=C2C1)C(C)C (3(S)-(2-((2(S)-(Benzoyl)amino-3-methylbutyryl)-(1,3-dihydroisoindol-2-yl)amino)acetylamino)-4-oxo-butyric Acid). RXN SMILES: [C:1]([NH:9][C@@H:10]([CH:32]([CH3:34])[CH3:33])[C:11]([N:13](CC1C=CC=CC=1)[CH2:14][C:15]([NH:17][C@H:18]([CH:23]=[O:24])[CH2:19][C:20]([OH:22])=[O:21])=[O:16])=[O:12])(=[O:8])[C:2]1[CH:7]=[CH:6][CH:5]=[CH:4][CH:3]=1.NC1CC2C(=CC=CC=2)C1.N[N:46]1[CH2:54][C:53]2[C:48](=[CH:49][CH:50]=[CH:51][CH:52]=2)[CH2:47]1>>[C:1]([NH:9][C@@H:10]([CH:32]([CH3:33])[CH3:34])[C:11]([N:13]([N:46]1[CH2:54][C:53]2[C:48](=[CH:49][CH:50]=[CH:51][CH:52]=2)[CH2:47]1)[CH2:14][C:15]([NH:17][C@H:18]([CH:23]=[O:24])[CH2:19][C:20]([OH:22])=[O:21])=[O:16])=[O:12])(=[O:8])[C:2]1[CH:7]=[CH:6][CH:5]=[CH:4][CH:3]=1. Procedure details: Compound 756 was prepared by a method similar to the method used to prepare compound 724 and compound 706, except 2-aminoindane was replaced with 2-aminoisoindoline (prepared as described in Eloy, F., Moussebois, C., Bull. Soc. Chim. Belg., 68, pp. 409-421 (1959)). ##STR136##